This data is from the Open Reaction Database (ORD), a public repository of structured organic reaction records. The task is: describe an organic reaction: reactants, conditions, products, and yield Reactants: COc1ccccc1Oc1c(NS(=O)(=O)c2ccc(C(C)(C)C)cc2)nc(C2CC2)nc1OCCCN, O=S(=O)(Cl)c1cccs1. The product is COc1ccccc1Oc1c(NS(=O)(=O)c2ccc(C(C)(C)C)cc2)nc(C2CC2)nc1OCCCNS(=O)(=O)c1cccs1. RXN SMILES: [C:1]([CH3:2])([CH3:3])([CH3:4])[c:5]1[cH:6][cH:7][c:8]([S:11](=[O:12])(=[O:13])[NH:14][c:15]2[n:16][c:17]([CH:35]3[CH2:36][CH2:37]3)[n:18][c:19]([O:30][CH2:31][CH2:32][CH2:33][NH2:34])[c:20]2[O:21][c:22]2[c:23]([O:28][CH3:29])[cH:24][cH:25][cH:26][cH:27]2)[cH:9][cH:10]1.[s:38]1[c:39]([S:43](=[O:44])(=[O:45])[Cl:46])[cH:40][cH:41][cH:42]1>>[C:1]([CH3:2])([CH3:3])([CH3:4])[c:5]1[cH:6][cH:7][c:8]([S:11](=[O:12])(=[O:13])[NH:14][c:15]2[n:16][c:17]([CH:35]3[CH2:36][CH2:37]3)[n:18][c:19]([O:30][CH2:31][CH2:32][CH2:33][NH:34][S:43]([c:39]3[s:38][cH:42][cH:41][cH:40]3)(=[O:44])=[O:45])[c:20]2[O:21][c:22]2[c:23]([O:28][CH3:29])[cH:24][cH:25][cH:26][cH:27]2)[cH:9][cH:10]1. Starting materials: CC1(CC(NC2=CC=C(C=C12)[N+](=O)[O-])=O)C (1,2,3,4-tetrahydro-4,4-dimethyl-6-nitroquinolin-2-one). The reagents and catalysts are [Pd] (palladium on charcoal). The solvent is CO (methanol). Product: NC=1C=C2C(CC(NC2=CC1)=O)(C)C (6-Amino-1,2,3,4-tetrahydro-4,4-dimethylquinolin-2-one). Reaction SMILES: [CH3:1][C:2]1([CH3:16])[C:11]2[C:6](=[CH:7][CH:8]=[C:9]([N+:12]([O-])=O)[CH:10]=2)[NH:5][C:4](=[O:15])[CH2:3]1>[Pd].CO>[NH2:12][C:9]1[CH:10]=[C:11]2[C:6](=[CH:7][CH:8]=1)[NH:5][C:4](=[O:15])[CH2:3][C:2]2([CH3:16])[CH3:1]. Procedure: 22 g. (0.1 mole) 1,2,3,4-tetrahydro-4,4-dimethyl-6-nitroquinolin-2-one in 500 ml. methanol are, after the addition of 2 g. palladium on charcoal (10%), hydrogenated at atmospheric pressure. After separating off the catalyst, the solvent is removed in a vacuum. Yield 18.4 g. (97% of theory); m.p. 126°-130° C. RXN SMILES: [C:1]([O:10][CH:11]([CH3:13])[CH3:12])(=[O:9])[CH2:2][C:3]([O:5][CH:6]([CH3:8])[CH3:7])=[O:4].[H-].[Na+].[Na+].[I-].CC1C=CC(S(O[CH2:29][C:30]2([C:33]([F:36])([F:35])[F:34])[CH2:32][CH2:31]2)(=O)=O)=CC=1>CN(C=O)C>[F:34][C:33]([F:36])([F:35])[C:30]1([CH2:29][CH:2]([C:3]([O:5][CH:6]([CH3:7])[CH3:8])=[O:4])[C:1]([O:10][CH:11]([CH3:13])[CH3:12])=[O:9])[CH2:32][CH2:31]1 |f:1.2,3.4|. Product: FC(C1(CC1)CC(C(=O)OC(C)C)C(=O)OC(C)C)(F)F (diisopropyl 2-((1-(trifluoromethyl)cyclopropyl)methyl)malonate). Reported procedure: A 0° C. solution of diisopropyl malonate (4.10 mL, 21.58 mmol) in DMF (30 mL) was treated with NaH (60% in mineral oil, 1.036 g, 25.9 mmol), warmed to RT, treated with NaI (0.647 g, 4.32 mmol) followed by the drop-wise addition of a solution of (1-(trifluoromethyl)cyclopropyl)methyl 4-methylbenzenesulfonate (2.54 g, 8.63 mmol) in DMF (30 mL) and heated at 80° C. overnight. The mixture was cooled to RT, quenched with satd. NH4Cl, extracted with hexane (3×) and the combined organics were dried ove... Solvent: CN(C)C=O (DMF), CN(C)C=O (DMF). Starting materials: CC1=CC=C(C=C1)S(=O)(=O)OCC1(CC1)C(F)(F)F ((1-(trifluoromethyl)cyclopropyl)methyl 4-methylbenzenesulfonate), C(CC(=O)OC(C)C)(=O)OC(C)C (diisopropyl malonate), [H-].[Na+] (NaH), [Na+].[I-] (NaI). Isolated yield 57.1%. Starting materials: S1C=C(C=C1)C=O (3-thiophene carboxaldehyde), N1(C=NC=C1)CCOC=1C=C2CCCC(C2=CC1)=O (6-(2-imidazole-1-yl-ethoxy)-3,4-dihydro-2H-naphthalen-1-one). Solvent: [OH-].[K+] (KOH), CCO (EtOH). Yields the product N1(C=NC=C1)CCOC=1C=C2CCC(C(C2=CC1)=O)=CC1=CSC=C1 (6-(2-Imidazole-1-yl-ethoxy)-2-thiophen-3-ylmethylene-3,4-dihydro-1H-naphthalen-1-one). Yield: 77.2%. Reaction SMILES: [N:1]1([CH2:6][CH2:7][O:8][C:9]2[CH:10]=[C:11]3[C:16](=[CH:17][CH:18]=2)[C:15](=[O:19])[CH2:14][CH2:13][CH2:12]3)[CH:5]=[CH:4][N:3]=[CH:2]1.[S:20]1[CH:24]=[CH:23][C:22]([CH:25]=O)=[CH:21]1>[OH-].[K+].CCO>[N:1]1([CH2:6][CH2:7][O:8][C:9]2[CH:10]=[C:11]3[C:16](=[CH:17][CH:18]=2)[C:15](=[O:19])[C:14](=[CH:25][C:22]2[CH:23]=[CH:24][S:20][CH:21]=2)[CH2:13][CH2:12]3)[CH:5]=[CH:4][N:3]=[CH:2]1 |f:2.3|. Procedure details: According to the method of Example 8, 6-(2-imidazole-1-yl-ethoxy)-3,4-dihydro-2H-naphthalen-1-one (0.250 g, 0.98 mmol) was reacted with 3-thiophene carboxaldehyde (0.166 g, 1.48 mmol) in 5.0 mL of 4% KOH in EtOH at room temperature to afford 0.265 g (77%) of the title compound as a cream-colored solid, mp 61-62° C.: CI-MS m/e 350 (M+), 351 (M+ +1);